From a dataset of the Open Reaction Database (ORD), a public repository of structured organic reaction records. describe an organic reaction: reactants, conditions, products, and yield Isolated yield 95.7%. RXN SMILES: Cl[C:2]1[N:7]2[N:8]=[CH:9][C:10]([N+:11]([O-:13])=[O:12])=[C:6]2[N:5]=[C:4]([C:14]([O:16][CH2:17][CH3:18])=[O:15])[C:3]=1[CH2:19][CH2:20]Cl.[CH:22]1([NH2:27])[CH2:26][CH2:25][CH2:24][CH2:23]1>CN(C)C=O>[CH:22]1([N:27]2[C:2]3[N:7]4[N:8]=[CH:9][C:10]([N+:11]([O-:13])=[O:12])=[C:6]4[N:5]=[C:4]([C:14]([O:16][CH2:17][CH3:18])=[O:15])[C:3]=3[CH2:19][CH2:20]2)[CH2:26][CH2:25][CH2:24][CH2:23]1. Yields the product C1(CCCC1)N1CCC=2C(=NC=3N(C21)N=CC3[N+](=O)[O-])C(=O)OCC (ethyl 8-cyclopentyl-6,7-dihydro-3-nitro-8H-pyrrolo[3,2-e]pyrazolo[1,5-a]pyrimidine-5-carboxylate). The reactants are ClC1=C(C(=NC=2N1N=CC2[N+](=O)[O-])C(=O)OCC)CCCl (ethyl 7-chloro-6-(2-chloroethyl)-3-nitropyrazolo[1,5-a]pyrimidine-5-carboxylate), C1(CCCC1)N (cyclopentylamine), ice water, resultant mixture. Procedure: In 12 ml of anhydrous dimethylformamide were dissolved 1.16 g (3.48 mmol) of ethyl 7-chloro-6-(2-chloroethyl)-3-nitropyrazolo[1,5-a]pyrimidine-5-carboxylate, and 2.4 ml (d=0.863, 24.32 mmol) of cyclopentylamine were added to the solution, and the resultant mixture was stirred for 4 hours at room temperature. The reaction mixture was then poured into ice water. Insoluble solids were collected by filtration, washed with water and air-dried to obtain 1.15 g (yield: 95.7%) of the intended product. Run in CN(C=O)C (dimethylformamide).